Dataset: the Open Reaction Database (ORD), a public repository of structured organic reaction records. Task: describe an organic reaction: reactants, conditions, products, and yield The reactants are C(C)(=O)OC(CF)C1=NC=CC=C1S(=O)(=O)NC(=O)NC1=NC(=CC(=N1)OC)OC (2-(1-acetoxy-2-fluoroethyl)-N-[(4,6-dimethoxypyrimidin-2-yl)aminocarbonyl]-3-pyridinesulfonamide), O.[OH-].[Li+] (lithium hydroxide monohydrate). Solvent: CO (methanol). Product: FCC(O)C1=NC=CC=C1S(=O)(=O)NC(=O)NC1=NC(=CC(=N1)OC)OC (2-(2-Fluoro-1-hydroxyethyl)-N-[(4,6-dimethoxy-pyrimidin-2-yl)aminocarbonyl]-3-pyridinesulfonamide). Reaction SMILES: C([O:4][CH:5]([C:8]1[C:13]([S:14]([NH:17][C:18]([NH:20][C:21]2[N:26]=[C:25]([O:27][CH3:28])[CH:24]=[C:23]([O:29][CH3:30])[N:22]=2)=[O:19])(=[O:16])=[O:15])=[CH:12][CH:11]=[CH:10][N:9]=1)[CH2:6][F:7])(=O)C.O.[OH-].[Li+]>CO>[F:7][CH2:6][CH:5]([C:8]1[C:13]([S:14]([NH:17][C:18]([NH:20][C:21]2[N:22]=[C:23]([O:29][CH3:30])[CH:24]=[C:25]([O:27][CH3:28])[N:26]=2)=[O:19])(=[O:15])=[O:16])=[CH:12][CH:11]=[CH:10][N:9]=1)[OH:4] |f:1.2.3|. Procedure: To 0.88 g of 2-(1-acetoxy-2-fluoroethyl)-N-[(4,6-dimethoxypyrimidin-2-yl)aminocarbonyl]-3-pyridinesulfonamide in 20 ml of methanol is added 0.25 g of lithium hydroxide monohydrate. The mixture is heated to reflux for 1 hour, then allowed to cool and the methanol is evaporated. Reactants: COc1ccccc1C=[N+](C)C, [Cl-], Oc1cccc2c(Cl)cccc12. Yields the product COc1ccccc1C(c1ccc2c(Cl)cccc2c1O)N(C)C. As a reaction SMILES: [CH3:2][O:3][c:4]1[c:5]([CH:6]=[N+:7]([CH3:8])[CH3:9])[cH:10][cH:11][cH:12][cH:13]1.[Cl-:1].[Cl:14][c:15]1[c:16]2[cH:17][cH:18][cH:19][c:20]([OH:25])[c:21]2[cH:22][cH:23][cH:24]1>>[CH3:2][O:3][c:4]1[c:5]([CH:6]([N:7]([CH3:8])[CH3:9])[c:19]2[cH:18][cH:17][c:16]3[c:15]([Cl:14])[cH:24][cH:23][cH:22][c:21]3[c:20]2[OH:25])[cH:10][cH:11][cH:12][cH:13]1. Starting materials: C1(CCCC1)NC1=C2C(=NC=C1C(=O)NNC(C(C)C)=O)N(N=C2)CC (4-(Cyclopentylamino)-1-ethyl-N′-isobutyryl-1H-pyrazolo[3,4-b]pyridine-5-carbohydrazide), COC=1C=CC(=CC1)P2(=S)SP(=S)(S2)C=3C=CC(=CC3)OC (Lawesson's reagent). Solvent: C(C)#N (acetonitrile). Run at temperature 65 celsius. Yields the product C1(CCCC1)NC=1C2=C(N=CC1C=1SC(=NN1)C(C)C)N(N=C2)CC (N-Cyclopentyl-1-ethyl-5-(5-isopropyl-1,3,4-thiadiazol-2-yl)-1H-pyrazolo[3,4-b]pyridin-4-amine). RXN SMILES: [CH:1]1([NH:6][C:7]2[C:12]([C:13]([NH:15][NH:16][C:17](=O)[CH:18]([CH3:20])[CH3:19])=O)=[CH:11][N:10]=[C:9]3[N:22]([CH2:25][CH3:26])[N:23]=[CH:24][C:8]=23)[CH2:5][CH2:4][CH2:3][CH2:2]1.COC1C=CC(P2(SP(C3C=CC(OC)=CC=3)(=S)S2)=[S:36])=CC=1>C(#N)C>[CH:1]1([NH:6][C:7]2[C:8]3[CH:24]=[N:23][N:22]([CH2:25][CH3:26])[C:9]=3[N:10]=[CH:11][C:12]=2[C:13]2[S:36][C:17]([CH:18]([CH3:20])[CH3:19])=[N:16][N:15]=2)[CH2:5][CH2:4][CH2:3][CH2:2]1. Procedure details: Intermediate 10 was dissolved in acetonitrile (5 ml) then treated with Lawesson's reagent (0.125 g) and heated under nitrogen at 65° C. for 66 h. Volatiles were removed in vacuo and the residue was purified by mass directed autoprep HPLC to afford Example 6. LCMS showed MH+=357; TRET=3.59 min. Reactants: O=Cc1ccc(C(=O)O)cc1, CS(C)=O, CCOP(=O)(OCC)C(Cl)c1ccc2c(c1)C(C)(C)CCC2(C)C, O, O=S(=O)(O)O. The product is CC1(C)CCC(C)(C)c2cc(C#Cc3ccc(C(=O)O)cc3)ccc21. As a reaction SMILES: [C:25](=[O:26])([OH:27])[c:28]1[cH:29][cH:30][c:31]([CH:32]=[O:33])[cH:34][cH:35]1.[CH3:42][S:43](=[O:44])[CH3:45].[Cl:1][CH:2]([c:3]1[cH:4][c:5]2[c:10]([cH:11][cH:12]1)[C:9]([CH3:13])([CH3:14])[CH2:8][CH2:7][C:6]2([CH3:15])[CH3:16])[P:17](=[O:18])([O:19][CH2:20][CH3:21])[O:22][CH2:23][CH3:24].[OH2:36].[S:37](=[O:38])(=[O:39])([OH:40])[OH:41]>>[C:2]([c:3]1[cH:4][c:5]2[c:10]([cH:11][cH:12]1)[C:9]([CH3:13])([CH3:14])[CH2:8][CH2:7][C:6]2([CH3:15])[CH3:16])#[C:32][c:31]1[cH:30][cH:29][c:28]([C:25](=[O:26])[OH:27])[cH:35][cH:34]1. Yields the product CCSC(=S)SCCC(=O)N1CCCC1C(=O)OC. Reactants: CCSC(=S)SCCC(=O)N1CCCC1C(=O)O, CC(=O)O, CCOC(C)=O, C=[N+]=[N-]. Reaction SMILES: [CH2:1]([CH3:2])[S:3][C:4](=[S:5])[S:6][CH2:7][CH2:8][C:9](=[O:10])[N:11]1[CH:12]([C:13](=[O:14])[OH:15])[CH2:16][CH2:17][CH2:18]1.[CH3:22][C:23](=[O:24])[OH:25].[CH3:26][CH2:27][O:28][C:29](=[O:30])[CH3:31].[N+:19](=[N-:20])=[CH2:21]>>[CH2:1]([CH3:2])[S:3][C:4](=[S:5])[S:6][CH2:7][CH2:8][C:9](=[O:10])[N:11]1[CH:12]([C:13]([O:14][CH3:21])=[O:15])[CH2:16][CH2:17][CH2:18]1. The reactants are CC(C)O, CCOC(=O)C=C(C)C=CC=C(C)CCC=C(C)CCC=C(C)C, [K+], [OH-]. RXN SMILES: [CH3:27][CH:28]([OH:29])[CH3:30].[CH3:3][C:4](=[CH:5][C:6](=[O:7])[O:8][CH2:9][CH3:10])[CH:11]=[CH:12][CH:13]=[C:14]([CH2:15][CH2:16][CH:17]=[C:18]([CH2:19][CH2:20][CH:21]=[C:22]([CH3:23])[CH3:24])[CH3:25])[CH3:26].[K+:2].[OH-:1]>>[CH3:3][C:4](=[CH:5][C:6](=[O:7])[OH:8])[CH:11]=[CH:12][CH:13]=[C:14]([CH2:15][CH2:16][CH:17]=[C:18]([CH2:19][CH2:20][CH:21]=[C:22]([CH3:23])[CH3:24])[CH3:25])[CH3:26]. Product: CC(C)=CCCC(C)=CCCC(C)=CC=CC(C)=CC(=O)O. Starting materials: N1(C2=C(OCC1)N=CC(=C2)C(=O)OC)C(=O)OC(C)(C)C (1-tert-butyl 7-methyl 2,3-dihydro-1H-pyrido[2,3-b][1,4]oxazine-1,7-dicarboxylate), O.[OH-].[Li+] (lithium hydroxide monohydrate). Solvent: CO (methanol), O (water). Run at temperature 40 celsius, time 18 hour. Product: C(C)(C)(C)OC(=O)N1C2=C(OCC1)N=CC(=C2)C(=O)O (1-(tert-butoxycarbonyl)-2,3-dihydro-1H-pyrido[2,3-b][1,4]oxazine-7-carboxylic acid). RXN SMILES: [N:1]1([C:15]([O:17][C:18]([CH3:21])([CH3:20])[CH3:19])=[O:16])[CH2:6][CH2:5][O:4][C:3]2[N:7]=[CH:8][C:9]([C:11]([O:13]C)=[O:12])=[CH:10][C:2]1=2.O.[OH-].[Li+]>CO.O>[C:18]([O:17][C:15]([N:1]1[CH2:6][CH2:5][O:4][C:3]2[N:7]=[CH:8][C:9]([C:11]([OH:13])=[O:12])=[CH:10][C:2]1=2)=[O:16])([CH3:21])([CH3:19])[CH3:20] |f:1.2.3|. Procedure details: To a suspension of 1-tert-butyl 7-methyl 2,3-dihydro-1H-pyrido[2,3-b][1,4]oxazine-1,7-dicarboxylate (1.25 g, 4.25 mmol) in methanol (20 mL) and water (5 mL) was added lithium hydroxide monohydrate (1.27 g, 30.3 mmol). The reaction was warmed to 40° C. and stirred at that temperature for 18 h. The reaction mixture was concentrated in vacuo to provide 1-(tert-butoxycarbonyl)-2,3-dihydro-1H-pyrido[2,3-b][1,4]oxazine-7-carboxylic acid. The yield was assumed to be 100% for calculation purposes in sub... The reactants are CC(OCC)=O (EA), O.O.O.O.O.O.O.O.O.O.S(=O)(=O)([O-])[O-].[Na+].[Na+] (sodium sulfate decahydrate), C(CC(O)(C(=O)O)CC(=O)O)(=O)O (citric acid), CN1C(=NC2=C1C=CC(=C2)C(=O)OC)C (Methyl 1,2-dimethyl-1H-benzo[d]imidazole-5-carboxylate). The solvent is C1CCOC1 (THF). Reaction conditions: time 1 hour. Product: CN1C(=NC2=C1C=CC(=C2)CO)C ((1,2-Dimethyl-1H-benzo[d]imidazol-5-yl)methanol). RXN SMILES: [CH3:1][N:2]1[C:6]2[CH:7]=[CH:8][C:9]([C:11](OC)=[O:12])=[CH:10][C:5]=2[N:4]=[C:3]1[CH3:15].O.O.O.O.O.O.O.O.O.O.S([O-])([O-])(=O)=O.[Na+].[Na+].C(O)(=O)CC(CC(O)=O)(C(O)=O)O.CC(=O)OCC>C1COCC1>[CH3:1][N:2]1[C:6]2[CH:7]=[CH:8][C:9]([CH2:11][OH:12])=[CH:10][C:5]=2[N:4]=[C:3]1[CH3:15] |f:1.2.3.4.5.6.7.8.9.10.11.12.13|. Procedure details: To a solution of Methyl 1,2-dimethyl-1H-benzo[d]imidazole-5-carboxylate (500 mg, 2.448 mmol) in THF (24.5 ml) Lithiumaluminium hydride (1 M in THF, 2.44 ml) was added at 0° C. After 2 hours sodium sulfate decahydrate and citric acid was added to the reaction to destroy the excess of lithiumaluminiumhydride. After 1 hour, methanol (25 ml) was added and the fine suspension was filtered off. The filtrate was evaporated under reduced pressure to afford a brown solid. EA (50 ml) was added and the sus... Reactants: solution, C(C)(C)(C)[Li] (t-butyllithium), CCCCC (pentane), [Si](C)(C)(C(C)(C)C)OC=1C=CC(=C(C1)I)C (5-tert-Butyldimethylsilyloxy-2-methylphenyliodide), P(=O)(OCC)(OCC)Cl (diethyl chlorophosphate). Run in C1CCOC1 (THF), [NH4+].[Cl-] (NH4Cl), CCOC(=O)C (EtOAc), C1CCOC1 (THF). Run at temperature -78 celsius, time 30 minute. Yields the product [Si](C)(C)(C(C)(C)C)OC=1C=CC(=C(C1)P(OCC)(OCC)=O)C (Diethyl 5-tert-butyldimethylsilyloxy-2-methylphenylphosphonate). RXN SMILES: [Si:1]([O:8][C:9]1[CH:10]=[CH:11][C:12]([CH3:16])=[C:13](I)[CH:14]=1)([C:4]([CH3:7])([CH3:6])[CH3:5])([CH3:3])[CH3:2].C([Li])(C)(C)C.CCCCC.[P:27](Cl)([O:32][CH2:33][CH3:34])([O:29][CH2:30][CH3:31])=[O:28]>C1COCC1.[NH4+].[Cl-].CCOC(C)=O>[Si:1]([O:8][C:9]1[CH:10]=[CH:11][C:12]([CH3:16])=[C:13]([P:27](=[O:28])([O:32][CH2:33][CH3:34])[O:29][CH2:30][CH3:31])[CH:14]=1)([C:4]([CH3:7])([CH3:6])[CH3:5])([CH3:3])[CH3:2] |f:5.6|. Procedure details: To a solution of 5-tert-butyldimethylsilyloxy-2-methylphenyliodide 1-2 (250 mg, 0.72 mmol) in 5 mL of THF, chilled to −78 was added 0.85 mL of a 1.7 M solution of t-butyllithium in pentane (1.44 mmol). The resulting pale yellow solution was stirred at −78° C. for 30 min. Then diethyl chlorophosphate (0.13 mL, 0.86 mmol) in 2 mL THF was added via a cannula needle. The resulting mixture was stirred at −78° C. for 30 min, then diluted with aqueous NH4Cl and EtOAc. The organic layer was separated, w...